Dataset: the Open Reaction Database (ORD), a public repository of structured organic reaction records. Task: describe an organic reaction: reactants, conditions, products, and yield Reactants: [Si](C)(C)(C(C)(C)C)OCCCCC1=CC(=NO1)C (5-[4-(tert-butyldirnethylsilanyloxy)butyl]-3-methylisoxazole), solution, [F-].C(CCC)[N+](CCCC)(CCCC)CCCC (tetrabutylammonium fluoride). Run in O1CCCC1 (tetrahydrofuran). Conditions: time 16 hour. Yields the product CC1=NOC(=C1)CCCCO (4-(3-methylisoxazol-5-yl)-butan-1-ol). Yield: 72.9%. As a reaction SMILES: [Si]([O:8][CH2:9][CH2:10][CH2:11][CH2:12][C:13]1[O:17][N:16]=[C:15]([CH3:18])[CH:14]=1)(C(C)(C)C)(C)C.[F-].C([N+](CCCC)(CCCC)CCCC)CCC>O1CCCC1>[CH3:18][C:15]1[CH:14]=[C:13]([CH2:12][CH2:11][CH2:10][CH2:9][OH:8])[O:17][N:16]=1 |f:1.2|. Procedure: To a solution of 5-[4-(tert-butyldirnethylsilanyloxy)butyl]-3-methylisoxazole (350 mg in 5 mL dry tetrahydrofuran) at 0° C. was added 1.62 mL of a 1M solution of tetrabutylammonium fluoride in tetrahydrofuran and the mixture stirred while warming to room temperature. After 16 hours, the mixture was concentrated in vacuo and the residue purified by flash chromatography on silica gel (ethyl acetate:hexane, 1:3, then 1:1) to give the title compound (147 mg). Reactants: C1(=C(C=CC=C1)N)N (o-phenylenediamine), C(C)(=O)O (acetic acid), C(C)(=O)OCC (ethyl acetate). The solvent is C(OCCC)([O-])([O-])[O-] (propyl orthocarbonate). Conditions: temperature 80 celsius, time 3 hour. The product is C(CC)OC=1NC2=C(N1)C=CC=C2 (2-Propoxybenzimidazole). Reaction SMILES: [C:1]1([NH2:8])[CH:6]=[CH:5][CH:4]=[CH:3][C:2]=1[NH2:7].[C:9](O)(=O)C.[C:13]([O:16][CH2:17][CH3:18])(=O)C>C([O-])([O-])([O-])OCCC>[CH2:17]([O:16][C:13]1[NH:7][C:2]2[CH:3]=[CH:4][CH:5]=[CH:6][C:1]=2[N:8]=1)[CH2:18][CH3:9]. Procedure: To a solution of o-phenylenediamine (2 g) in propyl orthocarbonate (5 ml) was added acetic acid (1.1 ml) and the solution was stirred at 80° C. for 3 hours. To the reaction mixture was added ethyl acetate, and the solution was washed with an aqueous solution of sodium hydrogen carbonate and water, then dried (Na2SO4), followed by concentration to dryness. The concentrate was purified by column chromatography on silica gel to give crystals. Recrystallization from ethyl acetate—benzene afforded co...